From a dataset of the Open Reaction Database (ORD), a public repository of structured organic reaction records. describe an organic reaction: reactants, conditions, products, and yield The solvent is C(C)(=O)O (acetic acid). As a reaction SMILES: [F:1][C:2]([F:9])([F:8])[C:3]1[CH:7]=[CH:6][NH:5][N:4]=1.[Cl:10][O-].[Na+].O.C(=O)([O-])[O-].[Na+].[Na+]>C(O)(=O)C>[Cl:10][C:7]1[C:3]([C:2]([F:9])([F:8])[F:1])=[N:4][NH:5][CH:6]=1 |f:1.2,4.5.6|. Yields the product ClC=1C(=NNC1)C(F)(F)F (4-chloro-3-trifluoromethyl-1H-pyrazole). Procedure details: To a solution of 3-trifluoromethyl-1H-pyrazole (500 mg, 3.67 mmol) in glacial acetic acid (5 ml) was added a 10% solution of sodium hypochlorite in water (2188 μl, 3.67 mmol). The reaction mixture was stirred at RT overnight and then neutralized with sat. sodium carbonate, and extracted with DCM. The organic layers were combined washed with brine, dried (MgSO4), filtered and concentrated in vacuo to give the desired product (480 mg, 77%) as a white solid which did not require further purificatio... Isolated yield 77.0%. Starting materials: C([O-])([O-])=O.[Na+].[Na+] (sodium carbonate), FC(C1=NNC=C1)(F)F (3-trifluoromethyl-1H-pyrazole), solution, Cl[O-].[Na+] (sodium hypochlorite), O (water). Run at time 8 hour. Starting materials: C1(=CC=CC=C1)C(C=1C=CC(N(C1)CCNC(C1=CC(=CC=C1)O)=O)=O)C1=CC=CC=C1 (N-{2-[5-(diphenylmethyl)-2-oxo-1(2H)-pyridinyl]ethyl}-3-hydroxybenzamide), C(=O)([O-])[O-].[K+].[K+] (K2CO3), BrCC(=O)OCC (ethyl bromoacetate). Solvent: O (water), CN(C)C=O (DMF). Reaction conditions: time 14 hour. Yields the product C1(=CC=CC=C1)C(C=1C=CC(N(C1)CCNC(=O)C=1C=C(OCC(=O)OCC)C=CC1)=O)C1=CC=CC=C1 (ethyl {3-[({2-[5-(diphenylmethyl)-2-oxo-1(2H) -pyridinyl]ethyl}amino)carbonyl]phenoxy}acetate). As a reaction SMILES: [C:1]1([CH:7]([C:27]2[CH:32]=[CH:31][CH:30]=[CH:29][CH:28]=2)[C:8]2[CH:9]=[CH:10][C:11](=[O:26])[N:12]([CH2:14][CH2:15][NH:16][C:17](=[O:25])[C:18]3[CH:23]=[CH:22][CH:21]=[C:20]([OH:24])[CH:19]=3)[CH:13]=2)[CH:6]=[CH:5][CH:4]=[CH:3][CH:2]=1.C([O-])([O-])=O.[K+].[K+].Br[CH2:40][C:41]([O:43][CH2:44][CH3:45])=[O:42]>CN(C=O)C.O>[C:1]1([CH:7]([C:27]2[CH:28]=[CH:29][CH:30]=[CH:31][CH:32]=2)[C:8]2[CH:9]=[CH:10][C:11](=[O:26])[N:12]([CH2:14][CH2:15][NH:16][C:17]([C:18]3[CH:19]=[C:20]([CH:21]=[CH:22][CH:23]=3)[O:24][CH2:40][C:41]([O:43][CH2:44][CH3:45])=[O:42])=[O:25])[CH:13]=2)[CH:6]=[CH:5][CH:4]=[CH:3][CH:2]=1 |f:1.2.3|. Procedure: To a suspension of N-{2-[5-(diphenylmethyl)-2-oxo-1(2H)-pyridinyl]ethyl}-3-hydroxybenzamide (60.0 mg) and K2CO3 (58.6 mg) in DMF (1.8 mL) was added dropwise ethyl bromoacetate (18.8 μL) at ambient temperature and the mixture was stirred at the same temperature for 14 hours. The resulting mixture was diluted with water (5.0 mL) and the aqueous solution was extracted with EtOAc (10.0 mL). The organic layer was washed successively with 1M HCl aqueous solution, saturated NaHCO3 aqueous solution and ...